This data is from the Open Reaction Database (ORD), a public repository of structured organic reaction records. The task is: describe an organic reaction: reactants, conditions, products, and yield Starting materials: N1=C(C=CC=C1)CN1N=CC2=CC(=CC=C12)NC1=NC=NC2=CC=CC(=C12)O[C@@H](C(=O)OC)C (methyl (2R)-2-[(4-{[1-(pyridin-2-ylmethyl)-1H-indazol-5-yl]amino}quinazolin-5-yl)oxy]propanoate), C(O)CN (ethanolamine). Product: OCCNC([C@@H](C)OC1=C2C(=NC=NC2=CC=C1)NC=1C=C2C=NN(C2=CC1)CC1=NC=CC=C1)=O ((2R)—N-(2-hydroxyethyl)-2-[(4-{[1-(pyridin-2-ylmethyl)-1H-indazol-5-yl]amino}quinazolin-5-yl)oxy]propanamide). Isolated yield 61.7%. As a reaction SMILES: [N:1]1[CH:6]=[CH:5][CH:4]=[CH:3][C:2]=1[CH2:7][N:8]1[C:16]2[C:11](=[CH:12][C:13]([NH:17][C:18]3[C:27]4[C:22](=[CH:23][CH:24]=[CH:25][C:26]=4[O:28][C@H:29]([CH3:34])[C:30](OC)=[O:31])[N:21]=[CH:20][N:19]=3)=[CH:14][CH:15]=2)[CH:10]=[N:9]1.[CH2:35]([CH2:37][NH2:38])[OH:36]>>[OH:36][CH2:35][CH2:37][NH:38][C:30](=[O:31])[C@H:29]([O:28][C:26]1[CH:25]=[CH:24][CH:23]=[C:22]2[C:27]=1[C:18]([NH:17][C:13]1[CH:12]=[C:11]3[C:16](=[CH:15][CH:14]=1)[N:8]([CH2:7][C:2]1[CH:3]=[CH:4][CH:5]=[CH:6][N:1]=1)[N:9]=[CH:10]3)=[N:19][CH:20]=[N:21]2)[CH3:34]. Procedure details: Using the same procedure as in Example 5, methyl (2R)-2-[(4-{[1-(pyridin-2-ylmethyl)-1H-indazol-5-yl]amino}quinazolin-5-yl)oxy]propanoate (250 mg, 0.55 mmol) was reacted with ethanolamine (0.332 ml, 5.5 mmol) to give the title compound as a white solid (164 mg, 62%); NMR Spectrum 1.64 (d, 3H), 3.21 (m, 2H), 3.43 (m, 2H), 4.75 (t, 1H), 5.22 (q, 1H), 5.77 (s, 2H), 6.95 (d, 1H), 7.01 (d, 1H), 7.29 (m, 1H), 7.36 (d, 1H), 7.72 (m, 4H), 8.16 (s, 1H), 8.48 (br t, 1H), 8.53 (m, 3H), 10.73 (br s, 1H); Ma... The reactants are CC(C)(C)OC(=O)COc1cccc(CNCc2ccc(-n3cccn3)cc2)c1, ClCCl, O=S(=O)(Cl)c1cccc(F)c1, O=S(=O)(Cl)Cl. Yields the product CC(C)(C)OC(=O)COc1cccc(CN(Cc2ccc(-n3cccn3)cc2)S(=O)(=O)c2cccc(F)c2)c1. Reaction SMILES: [C:1]([CH3:2])([CH3:3])([CH3:4])[O:5][C:6]([CH2:7][O:8][c:9]1[cH:10][c:11]([CH2:15][NH:16][CH2:17][c:18]2[cH:19][cH:20][c:21](-[n:24]3[n:25][cH:26][cH:27][cH:28]3)[cH:22][cH:23]2)[cH:12][cH:13][cH:14]1)=[O:29].[Cl:46][CH2:47][Cl:48].[F:30][c:31]1[cH:32][c:33]([S:37](=[O:38])(=[O:39])[Cl:40])[cH:34][cH:35][cH:36]1.[S:41]([Cl:42])([Cl:43])(=[O:44])=[O:45]>>[C:1]([CH3:2])([CH3:3])([CH3:4])[O:5][C:6]([CH2:7][O:8][c:9]1[cH:10][c:11]([CH2:15][N:16]([CH2:17][c:18]2[cH:19][cH:20][c:21](-[n:24]3[n:25][cH:26][cH:27][cH:28]3)[cH:22][cH:23]2)[S:37]([c:33]2[cH:32][c:31]([F:30])[cH:36][cH:35][cH:34]2)(=[O:38])=[O:39])[cH:12][cH:13][cH:14]1)=[O:29]. Starting materials: O (water), C([O-])([O-])=O.[Cs+].[Cs+] (caesium carbonate), C1(=CC=CC2=CC=CC=C12)N1N=C(C=C1C1=C(C=CC=C1OC)OC)C(=O)NC1(C2CC3CC(CC1C3)C2)C(=O)O (2-{[1-(1-Naphthyl)-5-(2,6-dimethoxyphenyl)-3-pyrazolyl]-carbonylamino}-2-adamantanecarboxylic acid). Solvent: CN(C=O)C (dimethylformamide), O1CCCC1 (tetrahydrofuran). Reaction conditions: time 1 hour. The product is C1(=CC=CC2=CC=CC=C12)N1N=C(C=C1C1=C(C=CC=C1OC)OC)C(=O)NC1(C2CC3CC(CC1C3)C2)C(=O)OC (Methyl 2-{[1-(1-naphthyl)-5-(2,6-dimethoxyphenyl)-3-pyrazolyl]carbonylamino}-2-adamantanecarboxylate). RXN SMILES: [C:1]1([N:11]2[C:15]([C:16]3[C:21]([O:22][CH3:23])=[CH:20][CH:19]=[CH:18][C:17]=3[O:24][CH3:25])=[CH:14][C:13]([C:26]([NH:28][C:29]3([C:39]([OH:41])=[O:40])[CH:36]4[CH2:37][CH:32]5[CH2:33][CH:34]([CH2:38][CH:30]3[CH2:31]5)[CH2:35]4)=[O:27])=[N:12]2)[C:10]2[C:5](=[CH:6][CH:7]=[CH:8][CH:9]=2)[CH:4]=[CH:3][CH:2]=1.O.[C:43](=O)([O-])[O-].[Cs+].[Cs+]>O1CCCC1.CN(C)C=O>[C:1]1([N:11]2[C:15]([C:16]3[C:17]([O:24][CH3:25])=[CH:18][CH:19]=[CH:20][C:21]=3[O:22][CH3:23])=[CH:14][C:13]([C:26]([NH:28][C:29]3([C:39]([O:41][CH3:43])=[O:40])[CH:36]4[CH2:35][CH:34]5[CH2:33][CH:32]([CH2:31][CH:30]3[CH2:38]5)[CH2:37]4)=[O:27])=[N:12]2)[C:10]2[C:5](=[CH:6][CH:7]=[CH:8][CH:9]=2)[CH:4]=[CH:3][CH:2]=1 |f:2.3.4|. Reported procedure: 0.5 g of the compound prepared in Example 11 is dissolved in 34.6 ml of anhydrous tetrahydrofuran and 4 ml of dimethylformamide. 3.5 ml of water and 0.208 g of caesium carbonate are added and the reaction mixture is left at room temperature for 1 hour. It is concentrated under vacuum and treated azeotropically with toluene. The residue is taken up in 5 ml of tetrahydrofuran. 0.6 ml of methyl iodide is added and the reaction mixture is left for 1 hour at room temperature. It is concentrated under... Reactants: C1CCOC1, CCCCCCCCCCCCCCS, C[O-], CO, COC(=O)CSCC#CCCl, [Na+], O. Yields the product CCCCCCCCCCCCCCSCC#CCSCC(=O)OC. Reaction SMILES: [CH2:19]1[O:20][CH2:21][CH2:22][CH2:23]1.[CH2:4]([CH2:5][CH2:6][CH2:7][CH2:8][CH2:9][CH2:10][CH2:11][CH2:12][CH2:13][CH2:14][CH2:15][CH2:16][CH3:17])[SH:18].[CH3:1][O-:2].[CH3:35][OH:36].[Cl:24][CH2:25][C:26]#[C:27][CH2:28][S:29][CH2:30][C:31](=[O:32])[O:33][CH3:34].[Na+:3].[OH2:37]>>[CH2:4]([CH2:5][CH2:6][CH2:7][CH2:8][CH2:9][CH2:10][CH2:11][CH2:12][CH2:13][CH2:14][CH2:15][CH2:16][CH3:17])[S:18][CH2:25][C:26]#[C:27][CH2:28][S:29][CH2:30][C:31](=[O:32])[O:33][CH3:34]. Reactants: NC1=C2C=CC=C(C2=CC=C1)O (5-amino-α-naphthol), ice water, C(C(=C)C)(=O)Cl (methacrylic acid chloride). The reagents and catalysts are COC1=CC=C(O)C=C1 (hydroquinone monomethyl ether). The solvent is N1=CC=CC=C1 (pyridine). Run at temperature -10 celsius. The product is OC1=C2C=CC=C(C2=CC=C1)NC(C(=C)C)=O (N-(5-hydroxy-α-naphthyl)methacrylamide). Yield: 87.8%. Reaction SMILES: [NH2:1][C:2]1[CH:11]=[CH:10][CH:9]=[C:8]2[C:3]=1[CH:4]=[CH:5][CH:6]=[C:7]2[OH:12].[C:13](Cl)(=[O:17])[C:14]([CH3:16])=[CH2:15]>COC1C=CC(O)=CC=1.N1C=CC=CC=1>[OH:12][C:7]1[CH:6]=[CH:5][CH:4]=[C:3]2[C:8]=1[CH:9]=[CH:10][CH:11]=[C:2]2[NH:1][C:13](=[O:17])[C:14]([CH3:16])=[CH2:15]. Procedure details: 227 g of 5-amino-α-naphthol, 1 g of hydroquinone monomethyl ether and 2 litres of pyridine were mixed and cooled to -10° C. by using a freezing medium, and then 110 g of methacrylic acid chloride was added dropwise to the mixture with stirring. After said dropwise addition ended, the solution was stirred at 0°-3° C. for 2 hours, followed by additional 2-hour stirring at 25° C. The reaction solution was poured into 20 litres of ice water. The resultantly formed precipitate was filtered, washed wi... Starting materials: O=C([O-])[O-], CC(C)=O, ClCCl, CI, [K+], [K+], CCOC(=O)C1CNc2ccccc2O1. Product: CCOC(=O)C1CN(C)c2ccccc2O1. Reaction SMILES: [C:1](=[O:2])([O-:3])[O-:4].[CH3:24][C:25](=[O:26])[CH3:27].[Cl:28][CH2:29][Cl:30].[I:22][CH3:23].[K+:5].[K+:6].[O:7]1[c:8]2[c:9]([cH:18][cH:19][cH:20][cH:21]2)[NH:10][CH2:11][CH:12]1[C:13](=[O:14])[O:15][CH2:16][CH3:17]>>[CH3:1][N:10]1[c:9]2[c:8]([cH:21][cH:20][cH:19][cH:18]2)[O:7][CH:12]([C:13](=[O:14])[O:15][CH2:16][CH3:17])[CH2:11]1. Starting materials: N1CCCCC1 (piperidine), ClC1=C2CNC(C2=C(C=C1OCC1CO1)C=1N(C2=CC=C(C=C2C1)CN1CCCCC1)C(=O)OC(C)(C)C)=O (4-Chloro-5-(2,3-epoxypropoxy)-7-[1-(tert-butoxycarbonyl)-5-(piperidin-1-ylmethyl)indol-2-yl]isoindolinone), O (water). Run in CN(C(C)=O)C (N,N-dimethylacetoamide). Reaction conditions: temperature 60 celsius, time 72 hour. Product: ClC1=C2CNC(C2=C(C=C1OCC(CN1CCCCC1)O)C=1N(C2=CC=C(C=C2C1)CN1CCCCC1)C(=O)OC(C)(C)C)=O (4-chloro-5-[2-hydroxy-3-(piperidin-1-yl)propoxy]-7-[1-(tert-butoxycarbonyl)-5-(piperidin-1-ylmethyl)indol-2-yl]isoindolinone). Yield: 70.3%. Reaction SMILES: [Cl:1][C:2]1[C:10]([O:11][CH2:12][CH:13]2[O:15][CH2:14]2)=[CH:9][C:8]([C:16]2[N:17]([C:32]([O:34][C:35]([CH3:38])([CH3:37])[CH3:36])=[O:33])[C:18]3[C:23]([CH:24]=2)=[CH:22][C:21]([CH2:25][N:26]2[CH2:31][CH2:30][CH2:29][CH2:28][CH2:27]2)=[CH:20][CH:19]=3)=[C:7]2[C:3]=1[CH2:4][NH:5][C:6]2=[O:39].[NH:40]1[CH2:45][CH2:44][CH2:43][CH2:42][CH2:41]1.O>CN(C)C(=O)C>[Cl:1][C:2]1[C:10]([O:11][CH2:12][CH:13]([OH:15])[CH2:14][N:40]2[CH2:45][CH2:44][CH2:43][CH2:42][CH2:41]2)=[CH:9][C:8]([C:16]2[N:17]([C:32]([O:34][C:35]([CH3:36])([CH3:38])[CH3:37])=[O:33])[C:18]3[C:23]([CH:24]=2)=[CH:22][C:21]([CH2:25][N:26]2[CH2:27][CH2:28][CH2:29][CH2:30][CH2:31]2)=[CH:20][CH:19]=3)=[C:7]2[C:3]=1[CH2:4][NH:5][C:6]2=[O:39]. Procedure: 4-Chloro-5-(2,3-epoxypropoxy)-7-[1-(tert-butoxycarbonyl)-5-(piperidin-1-ylmethyl)indol-2-yl]isoindolinone (44.9 mg, 0.081 mmol) was dissolved in N,N-dimethylacetoamide (1.0 mL), and the solution was added with piperidine (0.160 mL, 1.61 mmol), followed by stirring at 60° C. for 72 hours. The reaction mixture was added with water. The obtained solid was collected by filtration and washed with water, followed by drying under reduced pressure to obtain 4-chloro-5-[2-hydroxy-3-(piperidin-1-yl)propox...